This data is from the Open Reaction Database (ORD), a public repository of structured organic reaction records. The task is: describe an organic reaction: reactants, conditions, products, and yield Starting materials: FC=1C=C(N)C=CC1 (3-fluoroaniline), FC1=C2C(=CC(NC2=CC=C1)=O)CC(=O)O (5-fluoro-2-oxo-1,2-dihydro-4-quinolineacetic acid), mixture. The product is FC1=CC=C2C(=CC(NC2=C1)=O)CC(=O)O (7-Fluoro-2-oxo-1,2-dihydro-4-quinolineacetic acid). As a reaction SMILES: [F:1][C:2]1[CH:3]=[C:4]([CH:6]=[CH:7][CH:8]=1)[NH2:5].FC1C=CC=C2C=1[C:12]([CH2:21][C:22]([OH:24])=[O:23])=[CH:13][C:14](=[O:20])N2>>[F:1][C:2]1[CH:3]=[C:4]2[C:6]([C:12]([CH2:21][C:22]([OH:24])=[O:23])=[CH:13][C:14](=[O:20])[NH:5]2)=[CH:7][CH:8]=1. Reported procedure: The compound is prepared according to the technique described in 1.1. from 3-fluoroaniline. It contains 17% of 5-fluoro-2-oxo-1,2-dihydro-4-quinolineacetic acid. This mixture melts at 224°-225° C. Reactants: BrC1=CC=C(C=C1)CCOS(=O)(=O)C (Methanesulfonic acid 2-(4-bromo-phenyl)-ethyl ester), BrC1=CC=C(C=C1)CCO (2-(4-bromo-phenyl)-ethanol), CS(=O)(=O)Cl (methanesulfonyl chloride), [O-]S(=O)[O-].[Na+].[Na+] (Na2SO3). Run in C(C)O.O (ethanol water). The product is [Na+].BrC1=CC=C(C=C1)CCS(=O)(=O)[O-] (2-(4-bromo-phenyl)-ethanesulfonic acid sodium salt). Reaction SMILES: [Br:1][C:2]1[CH:7]=[CH:6][C:5]([CH2:8][CH2:9]OS(C)(=O)=O)=[CH:4][CH:3]=1.BrC1C=CC(CCO)=CC=1.CS(Cl)(=O)=O.[O-:30][S:31]([O-:33])=[O:32].[Na+:34].[Na+]>C(O)C.O>[Na+:34].[Br:1][C:2]1[CH:3]=[CH:4][C:5]([CH2:8][CH2:9][S:31]([O-:33])(=[O:32])=[O:30])=[CH:6][CH:7]=1 |f:3.4.5,6.7,8.9|. Reported procedure: Methanesulfonic acid 2-(4-bromo-phenyl)-ethyl ester (1.39 g) prepared from 2-(4-bromo-phenyl)-ethanol and methanesulfonyl chloride, and Na2SO3 (816 mg) were reacted in ethanol/water (1/1), to obtain a crude product of 2-(4-bromo-phenyl)-ethanesulfonic acid sodium salt as a colorless plate-like crystal. Then, thionyl chloride (3 ml) was left to react in the presence of DMF (500 μl), to obtain 2-(4-bromo-phenyl)-ethanesulfonyl chloride, and further N-methylpiperazine (73 μl) was left to react in d... Conditions: temperature 100 celsius, time 2 hour. RXN SMILES: [CH2:1]([Sn](CCCC)(CCCC)C=C)[CH2:2]CC.Br[C:17]1[CH:18]=[C:19]2[C:27]([C:28]3[CH:33]=[C:32]([CH2:34][S:35]([CH3:38])(=[O:37])=[O:36])[CH:31]=[CH:30][C:29]=3[O:39][C:40]3[CH:45]=[CH:44][C:43]([F:46])=[CH:42][C:41]=3[F:47])=[CH:26][N:25]([CH3:48])[C:20]2=[C:21]([O:23][CH3:24])[N:22]=1>O1CCOCC1.Cl[Pd](Cl)([P](C1C=CC=CC=1)(C1C=CC=CC=1)C1C=CC=CC=1)[P](C1C=CC=CC=1)(C1C=CC=CC=1)C1C=CC=CC=1>[F:47][C:41]1[CH:42]=[C:43]([F:46])[CH:44]=[CH:45][C:40]=1[O:39][C:29]1[CH:30]=[CH:31][C:32]([CH2:34][S:35]([CH3:38])(=[O:37])=[O:36])=[CH:33][C:28]=1[C:27]1[C:19]2[C:20](=[C:21]([O:23][CH3:24])[N:22]=[C:17]([CH:1]=[CH2:2])[CH:18]=2)[N:25]([CH3:48])[CH:26]=1 |^1:57,76|. The solvent is O1CCOCC1 (dioxane). Starting materials: C(CCC)[Sn](C=C)(CCCC)CCCC (Tributyl(vinyl)tin), BrC=1C=C2C(=C(N1)OC)N(C=C2C2=C(C=CC(=C2)CS(=O)(=O)C)OC2=C(C=C(C=C2)F)F)C (5-bromo-3-(2-(2,4-difluorophenoxy)-5-(methylsulfonylmethyl)phenyl)-7-methoxy-1-methyl-1H-pyrrolo[2,3-c]pyridine). Yields the product FC1=C(OC2=C(C=C(C=C2)CS(=O)(=O)C)C2=CN(C3=C(N=C(C=C32)C=C)OC)C)C=CC(=C1)F (3-(2-(2,4-difluorophenoxy)-5-(methylsulfonylmethyl)phenyl)-7-methoxy-1-methyl-5-vinyl-1H-pyrrolo[2,3-c]pyridine). Yield: 60.4%. Procedure details: Tributyl(vinyl)tin (0.053 g, 0.167 mmol), the product from Example 91E (0.075 g, 0.140 mmol) and Pd(PPh3)2Cl2 (9.80 mg, 0.014 mmol) were combined in dioxane (1.163 mL) and sparged with argon for 15 minutes. The mixture was stirred for 2 hours at 100° C., cooled and partitioned between ethyl acetate and water. The organic layer was washed with saturated aqueous sodium chloride, dried (anhydrous Na2SO4), treated with 3-mercaptopropyl functionalized silica gel, filtered, and concentrated. Purificat... Reagents/catalysts: Cl[Pd]([P](C1=CC=CC=C1)(C2=CC=CC=C2)C3=CC=CC=C3)([P](C4=CC=CC=C4)(C5=CC=CC=C5)C6=CC=CC=C6)Cl (Pd(PPh3)2Cl2). Starting materials: FC=1C=C(C(=CC1)N)NC1=CC=CC=C1 (4-fluoro-N2-phenylbenzene-1,2-diamine), C(C)(C)(C)OC(=O)N[C@H](C(=O)O)COC ((S)-2-tertbutoxycarbonylamino-3-methoxypropionic acid), C1=CC2=C(N=C1)N(N=N2)O (HOAt), CN1CCOCC1 (4-methylmorpholine), Cl.CN(CCCN=C=NCC)C (N-(3-dimethylaminopropyl)-N′-ethylcarbodiimide hydrochloride). Run in C(Cl)Cl (DCM). Run at time 18 hour. Product: C(C)(C)(C)OC(N[C@@H](COC)C(NC1=C(C=C(C=C1)F)NC1=CC=CC=C1)=O)=O ([(S)-1-(4-fluoro-2-phenylaminophenylcarbamoyl)-2-methoxyethyl]carbamic acid tert-butyl ester). Isolated yield 73.8%. As a reaction SMILES: [F:1][C:2]1[CH:3]=[C:4]([NH:9][C:10]2[CH:15]=[CH:14][CH:13]=[CH:12][CH:11]=2)[C:5]([NH2:8])=[CH:6][CH:7]=1.[C:16]([O:20][C:21]([NH:23][C@@H:24]([CH2:28][O:29][CH3:30])[C:25](O)=[O:26])=[O:22])([CH3:19])([CH3:18])[CH3:17].C1C=NC2N(O)N=NC=2C=1.CN1CCOCC1.Cl.CN(C)CCCN=C=NCC>C(Cl)Cl>[C:16]([O:20][C:21](=[O:22])[NH:23][C@H:24]([C:25](=[O:26])[NH:8][C:5]1[CH:6]=[CH:7][C:2]([F:1])=[CH:3][C:4]=1[NH:9][C:10]1[CH:15]=[CH:14][CH:13]=[CH:12][CH:11]=1)[CH2:28][O:29][CH3:30])([CH3:19])([CH3:17])[CH3:18] |f:4.5|. Procedure details: A mixture of 4-fluoro-N2-phenylbenzene-1,2-diamine (450 mg, 2.2 mmol), (S)-2-tertbutoxycarbonylamino-3-methoxypropionic acid (525 mg, 2.4 mmol), HOAt (330 mg, 2.4 mmol), 4-methylmorpholine (0.53 mL, 4.8 mmol) and N-(3-dimethylaminopropyl)-N′-ethylcarbodiimide hydrochloride (460 mg, 2.4 mmol) in DCM (10 mL) was stirred at RT for 18 h. The reaction mixture was partitioned between DCM and a saturated aqueous solution of NaHCO3. The organic phase was washed with brine, dried (MgSO4) concentrated in ... Starting materials: BrC1=C(C=CC(=C1)Cl)O (2-bromo-4-chlorophenol), COCCl (chloromethyl methyl ether), CCN(C(C)C)C(C)C (DIEA). The solvent is C(Cl)Cl (DCM). The product is BrC1=C(C=CC(=C1)Cl)OCOC (2-bromo-4-chloro-1-(methoxymethoxy)benzene). Yield: 89.7%. Reaction SMILES: [Br:1][C:2]1[CH:7]=[C:6]([Cl:8])[CH:5]=[CH:4][C:3]=1[OH:9].[CH3:10][O:11][CH2:12]Cl.CCN(C(C)C)C(C)C>C(Cl)Cl>[Br:1][C:2]1[CH:7]=[C:6]([Cl:8])[CH:5]=[CH:4][C:3]=1[O:9][CH2:10][O:11][CH3:12]. Procedure: A solution of 2-bromo-4-chlorophenol (3.00 g; 14.5 mmol) in DCM (20 ml) was treated with chloromethyl methyl ether (1.3 ml; 17 mmol) DIEA (3.3 ml; 19 mmol) for 18 hours. The solvents were evaporated, the residue was taken up in EtOAc, washed with sat. NH4Cl solution and brine, dried over MgSO4, filtered and the solvent removed under reduced pressure to afford the title compound as a colorless oil (3.27 g, 90%). Starting materials: COC1=CC=C(CN2C(N3C(C4=C2N=CC(=C4)CN4CCNCC4)=NC=N3)=O)C=C1 (6-(4-Methoxybenzyl)-9-(piperazin-1-ylmethyl)pyrido[3,2-e][1,2,4]triazolo[1,5-c]pyrimidin-5(6H)-one), TEA, CS(=O)(=O)Cl (methane sulfonyl chloride). Solvent: C(C)#N (ACN). The product is COC1=CC=C(CN2C(N3C(C4=C2N=CC(=C4)CN4CCN(CC4)S(=O)(=O)C)=NC=N3)=O)C=C1 (6-(4-Methoxybenzyl)-9-((4-(methylsulfonyl)piperazin-1-yl)methyl)pyrido[3,2-e][1,2,4]triazolo[1,5-c]pyrimidin-5(6H)-one). Reaction SMILES: [CH3:1][O:2][C:3]1[CH:30]=[CH:29][C:6]([CH2:7][N:8]2[C:13]3[N:14]=[CH:15][C:16]([CH2:18][N:19]4[CH2:24][CH2:23][NH:22][CH2:21][CH2:20]4)=[CH:17][C:12]=3[C:11]3=[N:25][CH:26]=[N:27][N:10]3[C:9]2=[O:28])=[CH:5][CH:4]=1.[CH3:31][S:32](Cl)(=[O:34])=[O:33]>C(#N)C>[CH3:1][O:2][C:3]1[CH:4]=[CH:5][C:6]([CH2:7][N:8]2[C:13]3[N:14]=[CH:15][C:16]([CH2:18][N:19]4[CH2:24][CH2:23][N:22]([S:32]([CH3:31])(=[O:34])=[O:33])[CH2:21][CH2:20]4)=[CH:17][C:12]=3[C:11]3=[N:25][CH:26]=[N:27][N:10]3[C:9]2=[O:28])=[CH:29][CH:30]=1. Yield: 39.1%. Conditions: time 4 hour. Procedure details: 6-(4-Methoxybenzyl)-9-(piperazin-1-ylmethyl)pyrido[3,2-e][1,2,4]triazolo[1,5-c]pyrimidin-5(6H)-one (Example 65, 34 mg, 0.09 mmol), ACN (1 mL), TEA (75 μl, 0.53 mmol), and methane sulfonyl chloride (50 mg, 0.44 mmol) were combined and the mixture was stirred for 4 h. The reaction was filtered through a plug of C18. Purification (HPLC, 10-70% ACN in water) afforded the title compound (17 mg, 33%) as a white solid. 1H NMR (400 MHz, CDCl3 and DMSO-d6) δ 2.48 (d, J=1.63 Hz, 2H), 2.76 (d, J=2.26 Hz, 3...